Task: describe an organic reaction: reactants, conditions, products, and yield. Dataset: the Open Reaction Database (ORD), a public repository of structured organic reaction records Starting materials: Cl (HCl), C(CCC)C1=NC2=C(N1CC1=CC=C(C=C1)C1=C(C=CC=C1)C#N)C(=CC=C2)C(=O)OCC (ethyl 2-butyl-1-[(2'-cyanobiphenyl-4-yl)methyl]benzimidazole-7-carboxylate), [N-]=[N+]=[N-].[Na+] (sodium azide), [Cl-].[NH4+] (ammonium chloride). Run in CN(C)C=O (DMF), O (water). Conditions: temperature 115 celsius, time 60 hour. The product is C(CCC)C1=NC2=C(N1CC1=CC=C(C=C1)C1=C(C=CC=C1)C1=NN=NN1)C(=CC=C2)C(=O)OCC (Ethyl 2-butyl-1-[[2'-(1H-tetrazol-5-yl)biphenyl-4-yl]methyl]benzimidazole-7-carboxylate). The yield is 0.4%. Reaction SMILES: [CH2:1]([C:5]1[N:9]([CH2:10][C:11]2[CH:16]=[CH:15][C:14]([C:17]3[CH:22]=[CH:21][CH:20]=[CH:19][C:18]=3[C:23]#[N:24])=[CH:13][CH:12]=2)[C:8]2[C:25]([C:29]([O:31][CH2:32][CH3:33])=[O:30])=[CH:26][CH:27]=[CH:28][C:7]=2[N:6]=1)[CH2:2][CH2:3][CH3:4].[N-:34]=[N+:35]=[N-:36].[Na+].[Cl-].[NH4+].Cl>CN(C=O)C.O>[CH2:1]([C:5]1[N:9]([CH2:10][C:11]2[CH:12]=[CH:13][C:14]([C:17]3[CH:22]=[CH:21][CH:20]=[CH:19][C:18]=3[C:23]3[NH:36][N:35]=[N:34][N:24]=3)=[CH:15][CH:16]=2)[C:8]2[C:25]([C:29]([O:31][CH2:32][CH3:33])=[O:30])=[CH:26][CH:27]=[CH:28][C:7]=2[N:6]=1)[CH2:2][CH2:3][CH3:4] |f:1.2,3.4|. Reported procedure: A mixture of ethyl 2-butyl-1-[(2'-cyanobiphenyl-4-yl)methyl]benzimidazole-7-carboxylate (0.21 g), sodium azide (1.3 g) and ammonium chloride (1.07 g) in DMF (8 ml) was stirred for 60 hours at 110-120° C. To the mixture was added water and the mixture was made acidic (pH 3-4) with 1N-HCl, followed by extraction with ethyl acetate. The organic layer was washed with water, dried and concentrated to dryness. To the concentrate was added ether, and resulting crude crystals were collected by filtratio... Starting materials: alcohol, alcohol, Compounds 1-4, N1=C(C=CC=C1)CCOC1=NC(=CC(=N1)C(=O)OC)N1CCOCC1 (2-[2-(pyridin-2-yl)-ethoxy]-4-(methoxycarbonyl)-6-(morpholin-4-yl)-pyrimidine), [BH4-].[Na+].C(C)O (ethanol sodium borohydride). The reagents and catalysts are [O-2].[O-2].[Mn+4] (manganese dioxide). The solvent is C1(=CC=CC=C1)C (toluene). Product: N1=C(C=CC=C1)CCOC1=NC(=CC(=N1)C=O)N1CCOCC1 (2-[2-(pyridin-2-yl)-ethoxy]-4-formyl-6-(morpholin-4-yl)-pyrimidine). Isolated yield 40.6%. As a reaction SMILES: [N:1]1[CH:6]=[CH:5][CH:4]=[CH:3][C:2]=1[CH2:7][CH2:8][O:9][C:10]1[N:15]=[C:14]([C:16](OC)=[O:17])[CH:13]=[C:12]([N:20]2[CH2:25][CH2:24][O:23][CH2:22][CH2:21]2)[N:11]=1.[BH4-].[Na+].C(O)C>C1(C)C=CC=CC=1.[O-2].[O-2].[Mn+4]>[N:1]1[CH:6]=[CH:5][CH:4]=[CH:3][C:2]=1[CH2:7][CH2:8][O:9][C:10]1[N:15]=[C:14]([CH:16]=[O:17])[CH:13]=[C:12]([N:20]2[CH2:21][CH2:22][O:23][CH2:24][CH2:25]2)[N:11]=1 |f:1.2.3,5.6.7|. Procedure: Preparation of alcohol derivative used to prepare Compounds 1-4: To a solution of 2-[2-(pyridin-2-yl)-ethoxy]-4-(methoxycarbonyl)-6-(morpholin-4-yl)-pyrimidine (0.81 g, 2.35 mmol) in ethanol sodium borohydride (4 eq, 0.36 g) was added in portions and the reaction mixture was refluxed for 3 hours. Solvent was removed, the reaction mixture distributed between ethyl acetate and water, organic solution washed with brine, dried and concentrated to give crude alcohol. The above alcohol (0.64 g, 2 mmol... Starting materials: C(C1=CC=CC=C1)[C@@H]1N(C(OC1)=O)C([C@@H](CC=O)OC1=CC(=C(C=C1)F)C)=O ((R)-4-((S)-4-benzyl-2-oxooxazolidin-3-yl)-3-(4-fluoro-3-methylphenoxy)-4-oxobutanal), FC1=C(C=C(C=C1)CCCNC)C (3-(4-Fluoro-3-methylphenyl)-N-methylpropan-1-amine), [BH-](OC(=O)C)(OC(=O)C)OC(=O)C.[Na+] (NaBH(OAc)3), CC(=O)O (AcOH). Run in ClCCCl (DCE). Reaction conditions: time 8 hour. The product is C(C1=CC=CC=C1)[C@@H]1N(C(OC1)=O)C([C@@H](CCN(C)CCCC1=CC(=C(C=C1)F)C)OC1=CC(=C(C=C1)F)C)=O ((S)-4-benzyl-3-((R)-2-(4-fluoro-3-methylphenoxy)-4-((3-(4-fluoro-3-methylphenyl)propyl)(methyl)amino)butanoyl)oxazolidin-2-one). RXN SMILES: [CH2:1]([C@H:8]1[CH2:12][O:11][C:10](=[O:13])[N:9]1[C:14](=[O:28])[C@H:15]([O:19][C:20]1[CH:25]=[CH:24][C:23]([F:26])=[C:22]([CH3:27])[CH:21]=1)[CH2:16][CH:17]=O)[C:2]1[CH:7]=[CH:6][CH:5]=[CH:4][CH:3]=1.[F:29][C:30]1[CH:35]=[CH:34][C:33]([CH2:36][CH2:37][CH2:38][NH:39][CH3:40])=[CH:32][C:31]=1[CH3:41].[BH-](OC(C)=O)(OC(C)=O)OC(C)=O.[Na+].CC(O)=O>ClCCCl>[CH2:1]([C@H:8]1[CH2:12][O:11][C:10](=[O:13])[N:9]1[C:14](=[O:28])[C@H:15]([O:19][C:20]1[CH:25]=[CH:24][C:23]([F:26])=[C:22]([CH3:27])[CH:21]=1)[CH2:16][CH2:17][N:39]([CH2:38][CH2:37][CH2:36][C:33]1[CH:34]=[CH:35][C:30]([F:29])=[C:31]([CH3:41])[CH:32]=1)[CH3:40])[C:2]1[CH:3]=[CH:4][CH:5]=[CH:6][CH:7]=1 |f:2.3|. Procedure details: To a solution of (R)-4-((S)-4-benzyl-2-oxooxazolidin-3-yl)-3-(4-fluoro-3-methylphenoxy)-4-oxobutanal (35 mg, 0.091 mmol) in 3 mL DCE was added 3-(4-Fluoro-3-methylphenyl)-N-methylpropan-1-amine (22 mg, 0.12 mmol) followed by NaBH(OAc)3 (29.5 mg, 0.14 mmol) and AcOH (7.2 mg, 0.12 mmol) at room temperature. The mixture was stirred for 8 h at the room temperature. The reaction was quenched by pouring into 10 mL 5% aqueous NaOH and diluted with ethyl acetate. The mixture was extracted with more ethy... RXN SMILES: [Br-:1].[CH3:2][N+:3](=[C:4]1[O:5][CH2:6][CH2:7][C:8]1([c:9]1[cH:10][cH:11][cH:12][cH:13][cH:14]1)[c:15]1[cH:16][cH:17][cH:18][cH:19][cH:20]1)[CH3:21].[CH3:42][N:43]([CH3:44])[CH:45]=[O:46].[CH3:47][CH2:48][O:49][C:50](=[O:51])[CH3:52].[Na+:36].[Na+:37].[O-:38][C:39](=[O:40])[O-:41].[OH:22][c:23]1[c:24]([C:29]2([OH:35])[CH2:30][CH2:31][NH:32][CH2:33][CH2:34]2)[cH:25][cH:26][cH:27][cH:28]1>>[CH3:2][N:3]([C:4](=[O:5])[C:8]([CH2:7][CH2:6][N:32]1[CH2:31][CH2:30][C:29]([c:24]2[c:23]([OH:22])[cH:28][cH:27][cH:26][cH:25]2)([OH:35])[CH2:34][CH2:33]1)([c:9]1[cH:10][cH:11][cH:12][cH:13][cH:14]1)[c:15]1[cH:16][cH:17][cH:18][cH:19][cH:20]1)[CH3:21]. Reactants: [Br-], C[N+](C)=C1OCCC1(c1ccccc1)c1ccccc1, CN(C)C=O, CCOC(C)=O, [Na+], [Na+], O=C([O-])[O-], Oc1ccccc1C1(O)CCNCC1. The product is CN(C)C(=O)C(CCN1CCC(O)(c2ccccc2O)CC1)(c1ccccc1)c1ccccc1. Reactants: ClC=1C=CC(=C(C(=O)C2=C(C=CC=C2)OC)C1)O (5-chloro-2-hydroxy-2'-methoxybenzophenone), BrC1=C(C=CC(=C1)Cl)OCOCCOC (2-bromo-4-chloro-(2-methoxyethoxy)methoxybenzene), C(C=1C(=CC=CC1)OC)=O (orthoanisaldehyde). Conditions: temperature 180 celsius. Yields the product C(C)OC(=O)C=1C(OC2=C(C1C1=C(C=CC=C1)OC)C=C(C=C2)Cl)=O (6-chloro-4-(2-methoxyphenyl)-2-oxo-2H-1-benzopyran-3-carboxylic acid ethyl ester). Reaction SMILES: [Cl:1][C:2]1[CH:3]=[CH:4][C:5]([OH:18])=[C:6]([CH:17]=1)[C:7]([C:9]1[CH:14]=[CH:13][CH:12]=[CH:11][C:10]=1[O:15][CH3:16])=O.BrC1C=C(Cl)C=CC=1[O:27][CH2:28][O:29][CH2:30][CH2:31]OC.C(=O)[C:35]1[C:36]([O:41]C)=CC=CC=1>>[CH2:30]([O:29][C:28]([C:35]1[C:36](=[O:41])[O:18][C:5]2[CH:4]=[CH:3][C:2]([Cl:1])=[CH:17][C:6]=2[C:7]=1[C:9]1[CH:14]=[CH:13][CH:12]=[CH:11][C:10]=1[O:15][CH3:16])=[O:27])[CH3:31]. Reported procedure: A mixture of 5-chloro-2-hydroxy-2'-methoxybenzophenone [prepared from 2-bromo-4-chloro-(2-methoxyethoxy)methoxybenzene and orthoanisaldehyde as the starting materials: melting point, 94°-98° C. (recrystallized from isopropyl ether)](11.8 g), diethyl malonate (13.6 g) and potassium fluoride (2.61 g) was heated at 180° C. for 8.5 hours. After cooling, ethyl acetate was added to the mixture, washed with water, dried and evaporated. The residue was subjected to silica gel column chromatography (ethy... Procedure details: To a suspension of 8.15 g (214.8 mmol) of lithium aluminium hydride (LiAlH4) in 800 mL of methyl tert-butyl ether (MTBE) there are added 101.2 g of the ditosyl compound obtained in Step A (214.8 mmol) dissolved in 200 mL of MTBE. The batch is then heated at 50° C. for 2 hours. It is allowed to cool and placed at 0° C., and there are then added, dropwise, 12 mL of 5N NaOH solution. The batch is stirred at ambient temperature for 45 minutes. The solid thereby obtained is then filtered off and wash... Reaction conditions: temperature 50 celsius, time 45 minute. Yields the product C[C@H]1N(CC2=CC=CC=C2C1)S(=O)(=O)C1=CC=C(C=C1)C ((3R)-3-Methyl-2-[(4-methylphenyl)sulphonyl]-1,2,3,4-tetrahydroisoquinoline). As a reaction SMILES: [H-].[Al+3].[Li+].[H-].[H-].[H-].CC1C=CC(S(O[CH2:18][C@@H:19]2[CH2:28][C:27]3[C:22](=[CH:23][CH:24]=[CH:25][CH:26]=3)[CH2:21][N:20]2[S:29]([C:32]2[CH:37]=[CH:36][C:35]([CH3:38])=[CH:34][CH:33]=2)(=[O:31])=[O:30])(=O)=O)=CC=1.[OH-].[Na+]>C(OC)(C)(C)C>[CH3:18][C@@H:19]1[CH2:28][C:27]2[C:22](=[CH:23][CH:24]=[CH:25][CH:26]=2)[CH2:21][N:20]1[S:29]([C:32]1[CH:33]=[CH:34][C:35]([CH3:38])=[CH:36][CH:37]=1)(=[O:31])=[O:30] |f:0.1.2.3.4.5,7.8|. Starting materials: CC1=CC=C(C=C1)S(=O)(=O)OC[C@H]1N(CC2=CC=CC=C2C1)S(=O)(=O)C1=CC=C(C=C1)C ({(3S)-2-[(4-Methylphenyl)sulphonyl]-1,2,3,4-tetrahydroisoquinolin-3-yl}methyl 4-methylbenzenesulphonate), [H-].[Al+3].[Li+].[H-].[H-].[H-] (lithium aluminium hydride), [OH-].[Na+] (NaOH). Run in C(C)(C)(C)OC (MTBE), C(C)(C)(C)OC (methyl tert-butyl ether).